This data is from the Open Reaction Database (ORD), a public repository of structured organic reaction records. The task is: describe an organic reaction: reactants, conditions, products, and yield Reactants: C(C)OC(C(=C(C1=CC=C(C=C1)C(F)(F)F)Br)Br)=O (α,β-Dibromo-4-trifluoromethylcinnamic acid ethyl ester), Cl.NO (hydroxylamine hydrochloride), [OH-].[Na+] (sodium hydroxide). Yields the product OC1=NOC(=C1)C1=CC=C(C=C1)C(F)(F)F (3-Hydroxy-5-(4-trifluoromethylphenyl)isoxazole). Yield: 81.3%. As a reaction SMILES: C([O:3][C:4](=O)[C:5](Br)=[C:6](Br)[C:7]1[CH:12]=[CH:11][C:10]([C:13]([F:16])([F:15])[F:14])=[CH:9][CH:8]=1)C.Cl.[NH2:21][OH:22].[OH-].[Na+]>>[OH:3][C:4]1[CH:5]=[C:6]([C:7]2[CH:12]=[CH:11][C:10]([C:13]([F:16])([F:15])[F:14])=[CH:9][CH:8]=2)[O:22][N:21]=1 |f:1.2,3.4|. Reported procedure: α,β-Dibromo-4-trifluoromethylcinnamic acid ethyl ester (17.9 g), hydroxylamine hydrochloride (3.8 g) and sodium hydroxide (9.1 g) were subjected to reaction and post-treatment in a similar manner to that described in Reference example 10(c) to obtain the title compound (8.3 g, 83%) as colorless crystals. Starting materials: CN(C=O)C (N,N-dimethylformamide), S1C2=C(C=C1)C=C1C=CC=CC1=C2 (Naphtho[2,3-b]thiophene), C1CCOC1 (THF), C(CCC)[Li] (n-butyllithium). The solvent is hexanes, O (water), C(C)OCC (diethyl ether). Run at temperature -78 celsius, time 15 minute. Yields the product S1C2=C(C=C1C=O)C=C1C=CC=CC1=C2 (Naptho[2,3-b]thiophene-2-carbaldehyde). Yield: 80.0%. As a reaction SMILES: [S:1]1[CH:5]=[CH:4][C:3]2[CH:6]=[C:7]3[C:12](=[CH:13][C:2]1=2)[CH:11]=[CH:10][CH:9]=[CH:8]3.C1C[O:17][CH2:16]C1.C([Li])CCC.CN(C)C=O>O.C(OCC)C>[S:1]1[C:5]([CH:16]=[O:17])=[CH:4][C:3]2[CH:6]=[C:7]3[C:12](=[CH:13][C:2]1=2)[CH:11]=[CH:10][CH:9]=[CH:8]3. Procedure details: Naptho[2,3-b]thiophene (4, 4.00 g, 21.7 mmol., 1.00 equiv.) and THF (360 mL) were added to a 500 mL Schlenk flask. The mixture was cooled to −78° C. and n-butyllithium was added (2.5 M in hexanes, 9.6 mL, 24 mmol., 1.1 equiv.). The mixture was stirred at −78° C. for 15 minutes before removing the dry ice/acetone bath and stirring at ambient for 2 hours. The mixture was cooled back to −78° C. and N,N-dimethylformamide (2.0 mL, 26 mmol., 1.2 equiv.) was added. The mixture was left to warm slowly t... The reactants are N[C@]12[C@@H]([C@H]3CC[C@@H]4[C@]5(CC=C(C([C@@H]5CC[C@]4([C@@]3(CC1)C)C)(C)C)C1=CC=C(C(=O)OC)C=C1)C)[C@@H](CC2)C(=C)C (methyl 4-((1R,3aS,5aR,5bR,7aR,11aS,11bR,13aR,13bR)-3a-amino-5a,5b,8,8,11a-pentamethyl-1-(prop-1-en-2-yl)-2,3,3a,4,5,5a,5b,6,7,7a,8,11,11a,11b,12,13,13a,13b-octadecahydro-1H-cyclopenta[a]chrysen-9-yl)benzoate), carboxylic acid, amides, Cl.N1=C(C=CC=C1)CC(=O)O (2-pyridylacetic acid hydrochloride). Yields the product C[C@]12CC[C@@]3([C@@H]([C@H]2CC[C@@H]2[C@]4(CC=C(C([C@@H]4CC[C@@]12C)(C)C)C1=CC=C(C(=O)O)C=C1)C)[C@@H](CC3)C(=C)C)NC(CC3=NC=CC=C3)=O (4-((1R,3aS,5aR,5bR,7aR,11aS,11bR,13aR,13bR)-5a,5b,8,8,11a-pentamethyl-1-(prop-1-en-2-yl)-3a-(2-(pyridin-2-yl)acetamido)-2,3,3a,4,5,5a,5b,6,7,7a,8,11,11a,11b,12,13,13a,13b-octadecahydro-1H-cyclopenta[a]chrysen-9-yl)benzoic acid). Reaction SMILES: [NH2:1][C@:2]12[CH2:37][CH2:36][C@@H:35]([C:38]([CH3:40])=[CH2:39])[C@@H:3]1[C@@H:4]1[C@@:17]([CH3:20])([CH2:18][CH2:19]2)[C@@:16]2([CH3:21])[C@@H:7]([C@:8]3([CH3:34])[C@@H:13]([CH2:14][CH2:15]2)[C:12]([CH3:23])([CH3:22])[C:11]([C:24]2[CH:33]=[CH:32][C:27]([C:28]([O:30]C)=[O:29])=[CH:26][CH:25]=2)=[CH:10][CH2:9]3)[CH2:6][CH2:5]1.Cl.[N:42]1[CH:47]=[CH:46][CH:45]=[CH:44][C:43]=1[CH2:48][C:49](O)=[O:50]>>[CH3:20][C@:17]12[C@@:16]3([CH3:21])[C@@H:7]([C@:8]4([CH3:34])[C@@H:13]([CH2:14][CH2:15]3)[C:12]([CH3:23])([CH3:22])[C:11]([C:24]3[CH:25]=[CH:26][C:27]([C:28]([OH:30])=[O:29])=[CH:32][CH:33]=3)=[CH:10][CH2:9]4)[CH2:6][CH2:5][C@@H:4]1[C@H:3]1[C@H:35]([C:38]([CH3:40])=[CH2:39])[CH2:36][CH2:37][C@:2]1([NH:1][C:49](=[O:50])[CH2:48][C:43]1[CH:44]=[CH:45][CH:46]=[CH:47][N:42]=1)[CH2:19][CH2:18]2 |f:1.2|. Procedure details: The title compound was prepared from methyl 4-((1R,3aS,5aR,5bR,7aR,11aS,11bR,13aR,13bR)-3a-amino-5a,5b,8,8,11a-pentamethyl-1-(prop-1-en-2-yl)-2,3,3a,4,5,5a,5b,6,7,7a,8,11,11a,11b,12,13,13a,13b-octadecahydro-1H-cyclopenta[a]chrysen-9-yl)benzoate following the general procedure described for the parallel synthesis of C-17 amides above, using 2-pyridylacetic acid hydrochloride as the reacting carboxylic acid. LCMS: m/e 649.6 (M+H)+, 4.23 min (method 3). Starting materials: C, C1CCOC1, CO, COC(=O)c1ccc([N+](=O)[O-])c(OC)c1, [Pd]. Product: COC(=O)c1ccc(N)c(OC)c1. Reaction SMILES: [C:23].[CH2:18]1[O:19][CH2:20][CH2:21][CH2:22]1.[CH3:16][OH:17].[CH3:1][O:2][C:3]([c:4]1[cH:5][c:6]([O:13][CH3:14])[c:7]([N+:10]([O-:11])=[O:12])[cH:8][cH:9]1)=[O:15].[Pd:24]>>[CH3:1][O:2][C:3]([c:4]1[cH:5][c:6]([O:13][CH3:14])[c:7]([NH2:10])[cH:8][cH:9]1)=[O:15]. The reactants are O=C([O-])[O-], CC(=O)[O-], CN(C)S(=O)(=O)c1ccc(Br)cc1F, COc1ccnc(CCc2nc3cc(I)cnc3[nH]2)c1, [Cl-], [K+], [K+], [K+], [Li+], C1COCCO1, O. Yields the product COc1ccnc(CCc2nc3cc(-c4ccc(S(=O)(=O)N(C)C)c(F)c4)cnc3[nH]2)c1. As a reaction SMILES: [C:40](=[O:41])([O-:42])[O-:43].[CH3:16][C:17](=[O:18])[O-:19].[CH3:1][N:2]([S:3](=[O:4])(=[O:5])[c:6]1[c:7]([F:13])[cH:8][c:9]([Br:12])[cH:10][cH:11]1)[CH3:14].[CH3:20][O:21][c:22]1[cH:23][c:24]([CH2:28][CH2:29][c:30]2[n:31][c:32]3[c:33]([n:34][cH:35][c:36]([I:38])[cH:37]3)[nH:39]2)[n:25][cH:26][cH:27]1.[Cl-:47].[K+:15].[K+:44].[K+:45].[Li+:46].[O:48]1[CH2:49][CH2:50][O:51][CH2:52][CH2:53]1.[OH2:54]>>[CH3:1][N:2]([S:3](=[O:4])(=[O:5])[c:6]1[c:7]([F:13])[cH:8][c:9](-[c:36]2[cH:35][n:34][c:33]3[c:32]([n:31][c:30]([CH2:29][CH2:28][c:24]4[cH:23][c:22]([O:21][CH3:20])[cH:27][cH:26][n:25]4)[nH:39]3)[cH:37]2)[cH:10][cH:11]1)[CH3:14].